Dataset: the Open Reaction Database (ORD), a public repository of structured organic reaction records. Task: describe an organic reaction: reactants, conditions, products, and yield Reactants: O=C(Cl)c1ccncc1, Cl, [H-], I, [Na+], C1CCOC1, Nc1nc2c(s1)CCc1ccccc1-2. The product is O=C(Nc1nc2c(s1)CCc1ccccc1-2)c1ccncc1. As a reaction SMILES: [C:19]([c:20]1[cH:21][cH:22][n:23][cH:24][cH:25]1)(=[O:26])[Cl:27].[ClH:18].[H-:1].[IH:3].[Na+:2].[O:28]1[CH2:29][CH2:30][CH2:31][CH2:32]1.[n:4]1[c:5]([NH2:17])[s:6][c:7]2[c:8]1-[c:9]1[cH:10][cH:11][cH:12][cH:13][c:14]1[CH2:15][CH2:16]2>>[n:4]1[c:5]([NH:17][C:19]([c:20]2[cH:21][cH:22][n:23][cH:24][cH:25]2)=[O:26])[s:6][c:7]2[c:8]1-[c:9]1[cH:10][cH:11][cH:12][cH:13][c:14]1[CH2:15][CH2:16]2.